This data is from the Open Reaction Database (ORD), a public repository of structured organic reaction records. The task is: describe an organic reaction: reactants, conditions, products, and yield Reactants: O (water), ClC1=CC(=C(N)C=C1OC(C)C)F (4-Chloro-2-fluoro-5-isopropoxyaniline), C1(C2=C(C(=O)O1)CCCC2)=O (3,4,5,6-tetrahydrophthalic anhydride), resultant mixture. Run in C(C)(=O)O (acetic acid). Yields the product ClC1=CC(=C(C=C1OC(C)C)N1C(C2=C(C1=O)CCCC2)=O)F (N-(4-chloro-2-fluoro-5-isopropoxyphenyl)-3,4,5,6-tetrahydrophthalimide). Isolated yield 46.4%. Reaction SMILES: [Cl:1][C:2]1[C:8]([O:9][CH:10]([CH3:12])[CH3:11])=[CH:7][C:5]([NH2:6])=[C:4]([F:13])[CH:3]=1.[C:14]1(=O)[O:19][C:17](=[O:18])[C:16]2[CH2:20][CH2:21][CH2:22][CH2:23][C:15]1=2.O>C(O)(=O)C>[Cl:1][C:2]1[C:8]([O:9][CH:10]([CH3:11])[CH3:12])=[CH:7][C:5]([N:6]2[C:17](=[O:18])[C:16]3[CH2:20][CH2:21][CH2:22][CH2:23][C:15]=3[C:14]2=[O:19])=[C:4]([F:13])[CH:3]=1. Reported procedure: 4-Chloro-2-fluoro-5-isopropoxyaniline (1.3 g) and 3,4,5,6-tetrahydrophthalic anhydride (1.12 g) were dissolved in acetic acid (10 ml) and refluxed for 3 hours. The resultant mixture was allowed to cool to room temperature and poured into water, followed by extraction with ether. The ether extract was washed with water, dried over anhydrous sodium sulfate and subjected to filtration. The filtrate was concentrated under reduced pressure and the residue was purified by silica gel chromatography to ... Reactants: Ice water, C(O)([O-])=O.[Na+] (sodium hydrogen carbonate), C(C)(C)(C)C1=NN2N=C(C=CC2=N1)Cl (2-t-butyl-6-chloro[1,2,4]triazolo[1,5-b]pyridazine), C1(=CC=CC=C1)C(OC1CCN(CC1)CCCN)C1=CC=CC=C1 (4-(diphenylmethoxy)-1-piperidinepropanamine), C(C)N(C(C)C)C(C)C (N-ethyldiisopropylamine), C(CCC)O (1-butanol). Reaction SMILES: [C:1]([C:5]1[N:13]=[C:12]2[N:7]([N:8]=[C:9](Cl)[CH:10]=[CH:11]2)[N:6]=1)([CH3:4])([CH3:3])[CH3:2].[C:15]1([CH:21]([C:33]2[CH:38]=[CH:37][CH:36]=[CH:35][CH:34]=2)[O:22][CH:23]2[CH2:28][CH2:27][N:26]([CH2:29][CH2:30][CH2:31][NH2:32])[CH2:25][CH2:24]2)[CH:20]=[CH:19][CH:18]=[CH:17][CH:16]=1.C(N(C(C)C)C(C)C)C.[C:48](=[O:51])([O-:50])O.[Na+].C([OH:57])CCC>>[C:21]([OH:57])(=[O:22])/[CH:33]=[CH:38]/[C:48]([OH:50])=[O:51].[C:1]([C:5]1[N:13]=[C:12]2[N:7]([N:8]=[C:9]([NH:32][CH2:31][CH2:30][CH2:29][N:26]3[CH2:25][CH2:24][CH:23]([O:22][CH:21]([C:33]4[CH:34]=[CH:35][CH:36]=[CH:37][CH:38]=4)[C:15]4[CH:16]=[CH:17][CH:18]=[CH:19][CH:20]=4)[CH2:28][CH2:27]3)[CH:10]=[CH:11]2)[N:6]=1)([CH3:4])([CH3:3])[CH3:2] |f:3.4,6.7|. Reported procedure: 276 mg of 2-t-butyl-6-chloro[1,2,4]triazolo[1,5-b]pyridazine and 0.425 g of 4-(diphenylmethoxy)-1-piperidinepropanamine were suspended in 8 ml of 1-butanol; 0.45 ml of N-ethyldiisopropylamine was added, followed by heating and refluxing for 40 hours. Ice water and sodium hydrogen carbonate were added, followed by extraction with ethyl acetate; the extract was washed with saturated saline, dried over magnesium sulfate and concentrated under reduced pressure. The residue was subjected to silica ge... Yields the product C(\C=C\C(=O)O)(=O)O.C(C)(C)(C)C1=NN2N=C(C=CC2=N1)NCCCN1CCC(CC1)OC(C1=CC=CC=C1)C1=CC=CC=C1 (2-t-Butyl-6-[3-[4-(Diphenylmethoxy)piperidino]propylamino][1,2,4]triazolo[1,5-b]pyridazine Fumarate). Reactants: OC1=C(C=C(C=CC(=O)O)C=C1)OC (4-hydroxy-3-methoxy-cinnamic acid), S(O)(O)(=O)=O (sulphuric acid), CO (methanol). Yields the product OC1=C(C=C(C=CC(=O)OC)C=C1)OC (Methyl 4-hydroxy-3-methoxy-cinnamate). Reaction SMILES: [OH:1][C:2]1[CH:12]=[CH:11][C:5]([CH:6]=[CH:7][C:8]([OH:10])=[O:9])=[CH:4][C:3]=1[O:13][CH3:14].S(=O)(=O)(O)O.[CH3:20]O>>[OH:1][C:2]1[CH:12]=[CH:11][C:5]([CH:6]=[CH:7][C:8]([O:10][CH3:20])=[O:9])=[CH:4][C:3]=1[O:13][CH3:14]. Procedure: The preparation was effected analogously to Example 1 from 25 g (0.129 mol) of 4-hydroxy-3-methoxy-cinnamic acid and 180 ml of methanol with concentrated sulphuric acid as the catalyst. For purification, it was chromatographed on silica gel with dichloromethane/diethyl ether (19:1). This gave 21.78 g of methyl 4-hydroxy-3-methoxy-cinnamate as a pale yellow oil. Reported procedure: Prepared analogously to Example 1 g from 3-chloro-4-(2,5-dihydropyrrol-1-ylcarbonyl)benzoic acid, TBTU, diisopropylethylamine, and (1S)-1-(5-chloro-1H-benzimidazol-2-yl)ethylamine in tetrahydrofuran. Yield: quantitative; Rf value: 0.50 (silica gel: dichloromethane/ethanol=9:1); C21H18Cl2N4O2 (429.305); mass spectrum: (M+H)+=429/431/433 (chlorine isotope). As a reaction SMILES: [Cl:1][C:2]1[CH:3]=[C:4]([CH:8]=[CH:9][C:10]=1[C:11]([N:13]1[CH2:17][CH:16]=[CH:15][CH2:14]1)=[O:12])[C:5]([OH:7])=O.CN(C(ON1N=NC2C=CC=CC1=2)=[N+](C)C)C.[B-](F)(F)(F)F.C(N(C(C)C)CC)(C)C.[Cl:49][C:50]1[CH:61]=[CH:60][C:53]2[NH:54][C:55]([C@@H:57]([NH2:59])[CH3:58])=[N:56][C:52]=2[CH:51]=1.ClCl>O1CCCC1.ClCCl.C(O)C>[Cl:1][C:2]1[CH:3]=[C:4]([CH:8]=[CH:9][C:10]=1[C:11]([N:13]1[CH2:17][CH:16]=[CH:15][CH2:14]1)=[O:12])[C:5]([NH:59][C@H:57]([C:55]1[NH:54][C:53]2[CH:60]=[CH:61][C:50]([Cl:49])=[CH:51][C:52]=2[N:56]=1)[CH3:58])=[O:7] |f:1.2,7.8|. The solvent is ClCCl.C(C)O (dichloromethane ethanol), O1CCCC1 (tetrahydrofuran). Reactants: ClC=1C=C(C(=O)O)C=CC1C(=O)N1CC=CC1 (3-chloro-4-(2,5-dihydropyrrol-1-ylcarbonyl)benzoic acid), C21H18Cl2N4O2, ClC1=CC2=C(NC(=N2)[C@H](C)N)C=C1 ((1S)-1-(5-chloro-1H-benzimidazol-2-yl)ethylamine), CN(C)C(=[N+](C)C)ON1C2=C(C=CC=C2)N=N1.[B-](F)(F)(F)F (TBTU), C(C)(C)N(CC)C(C)C (diisopropylethylamine), ClCl (chlorine). Product: ClC=1C=C(C(=O)N[C@@H](C)C2=NC3=C(N2)C=CC(=C3)Cl)C=CC1C(=O)N1CC=CC1 (3-chloro-N-[(1S)-1-(5-chloro-1H-benzimidazol-2-yl)ethyl]-4-(2,5-dihydropyrrol-1-ylcarbonyl)benzamide). The reactants are Cl (HCl), N1(CCCCCC1)CC1=CC=CC(=N1)NC(=O)NC=1N=C(SC1)C1=CC=NC=C1 (1-(6-Azepan-1-ylmethyl-pyridin-2-yl)-3-(2-pyridin-4-yl-thiazol-4-yl)urea), CO (MeOH). Run in CCOCC (Et2O). Run at time 6 hour. The product is Cl.N1(CCCCCC1)CC1=CC=CC(=N1)NC(=O)NC=1N=C(SC1)C1=CC=NC=C1 (1-(6-Azepan-1-ylmethyl-pyridin-2-yl)-3-(2-pyridin-4-yl-thiazol-4-yl)urea Hydrochloride). Reaction SMILES: [ClH:1].[N:2]1([CH2:9][C:10]2[N:15]=[C:14]([NH:16][C:17]([NH:19][C:20]3[N:21]=[C:22]([C:25]4[CH:30]=[CH:29][N:28]=[CH:27][CH:26]=4)[S:23][CH:24]=3)=[O:18])[CH:13]=[CH:12][CH:11]=2)[CH2:8][CH2:7][CH2:6][CH2:5][CH2:4][CH2:3]1.CO>CCOCC>[ClH:1].[N:2]1([CH2:9][C:10]2[N:15]=[C:14]([NH:16][C:17]([NH:19][C:20]3[N:21]=[C:22]([C:25]4[CH:30]=[CH:29][N:28]=[CH:27][CH:26]=4)[S:23][CH:24]=3)=[O:18])[CH:13]=[CH:12][CH:11]=2)[CH2:3][CH2:4][CH2:5][CH2:6][CH2:7][CH2:8]1 |f:4.5|. Procedure: HCl (0.29 mL, 0.28 mmol, 1.0 M soln in Et2O) was added to 1-(6-azepan-1-ylmethyl-pyridin-2-yl)-3-(2-pyridin-4-yl-thiazol-4-yl)urea (106 mg, 0.26 mmol, Example 71) in a solution of MeOH (4 mL) and the resulting mixture stirred 6 h. Concentration in vacuo gave a yellow solid. Starting materials: [Si](C)(C)(C(C)(C)C)O[C@H]1C[C@@H](C[C@H]1CO[Si](C)(C)C(C)(C)C)OC1=C2N=C(N(C2=NC=N1)C1OCCCC1)I (6-{[(1R,3S,4S)-3-{[tert-butyl(dimethyl)silyl]oxy}-4-({[tert-butyl(dimethyl)silyl]oxy}methyl)cyclopentyl]oxy}-8-iodo-9-(tetrahydro-2H-pyran-2-yl)-9H-purine), COCCOC (1,2-Dimethoxyethane), ClC1=CC=C2C(=CC=NC2=C1)B1OC(C)(C)C(C)(C)O1 (7-chloroquinoline-4-boronic acid pinacol ester), [OH-].[Ba+2].[OH-] (barium hydroxide), O (water). Reaction conditions: temperature 90 celsius. Product: [Si](C)(C)(C(C)(C)C)O[C@H]1C[C@@H](C[C@H]1CO[Si](C)(C)C(C)(C)C)OC1=C2N=C(N(C2=NC=N1)C1OCCCC1)C1=CC=NC2=CC(=CC=C12)Cl (4-[6-{[(1R,3S,4S)-3-{[tert-butyl(dimethyl)silyl]oxy}-4-({[tert-butyl(dimethyl)silyl]-oxy}methyl)cyclopentyl]oxy}-9-(tetrahydro-2H-pyran-2-yl)-9H-purin-8-yl]-7-chloroquinoline). Procedure details: To a solution of 6-{[(1R,3S,4S)-3-{[tert-butyl(dimethyl)silyl]oxy}-4-({[tert-butyl(dimethyl)silyl]oxy}methyl)cyclopentyl]oxy}-8-iodo-9-(tetrahydro-2H-pyran-2-yl)-9H-purine (258.4 mg, 0.0003752 mol) in 1,2-Dimethoxyethane (3.0 mL, 0.029 mol) was added 7-chloroquinoline-4-boronic acid pinacol ester (0.158 g, 0.000546 mol), barium hydroxide (0.228 g, 0.00133 mol), water (0.5 mL, 0.03 mol) and Tetrakis(triphenylphosphine)palladium(0) (0.02 g, 0.00002 mol), and the mixture was heated at 90° C. overni... Reaction SMILES: [Si:1]([O:8][C@@H:9]1[C@H:13]([CH2:14][O:15][Si:16]([C:19]([CH3:22])([CH3:21])[CH3:20])([CH3:18])[CH3:17])[CH2:12][C@@H:11]([O:23][C:24]2[N:32]=[CH:31][N:30]=[C:29]3[C:25]=2[N:26]=[C:27](I)[N:28]3[CH:33]2[CH2:38][CH2:37][CH2:36][CH2:35][O:34]2)[CH2:10]1)([C:4]([CH3:7])([CH3:6])[CH3:5])([CH3:3])[CH3:2].COCCOC.[Cl:46][C:47]1[CH:56]=[C:55]2[C:50]([C:51](B3OC(C)(C)C(C)(C)O3)=[CH:52][CH:53]=[N:54]2)=[CH:49][CH:48]=1.[OH-].[Ba+2].[OH-].O>C1C=CC([P]([Pd]([P](C2C=CC=CC=2)(C2C=CC=CC=2)C2C=CC=CC=2)([P](C2C=CC=CC=2)(C2C=CC=CC=2)C2C=CC=CC=2)[P](C2C=CC=CC=2)(C2C=CC=CC=2)C2C=CC=CC=2)(C2C=CC=CC=2)C2C=CC=CC=2)=CC=1>[Si:1]([O:8][C@@H:9]1[C@H:13]([CH2:14][O:15][Si:16]([C:19]([CH3:22])([CH3:21])[CH3:20])([CH3:18])[CH3:17])[CH2:12][C@@H:11]([O:23][C:24]2[N:32]=[CH:31][N:30]=[C:29]3[C:25]=2[N:26]=[C:27]([C:51]2[C:50]4[C:55](=[CH:56][C:47]([Cl:46])=[CH:48][CH:49]=4)[N:54]=[CH:53][CH:52]=2)[N:28]3[CH:33]2[CH2:38][CH2:37][CH2:36][CH2:35][O:34]2)[CH2:10]1)([C:4]([CH3:7])([CH3:6])[CH3:5])([CH3:3])[CH3:2] |f:3.4.5,^1:73,75,94,113|. The reagents and catalysts are C=1C=CC(=CC1)[P](C=2C=CC=CC2)(C=3C=CC=CC3)[Pd]([P](C=4C=CC=CC4)(C=5C=CC=CC5)C=6C=CC=CC6)([P](C=7C=CC=CC7)(C=8C=CC=CC8)C=9C=CC=CC9)[P](C=1C=CC=CC1)(C=1C=CC=CC1)C=1C=CC=CC1 (Tetrakis(triphenylphosphine)palladium(0)).